From a dataset of the Open Reaction Database (ORD), a public repository of structured organic reaction records. describe an organic reaction: reactants, conditions, products, and yield Starting materials: C(C)(=O)C=1C=C(C=2N(C1N1CCN(CC1)C(=O)OC(C)(C)C)C=NC2)Cl (tert-Butyl 4-(6-acetyl-8-chloroimidazo[1,5-a]pyridin-5-yl)piperazine-1-carboxylate), Cl (hydrogen chloride), O1CCOCC1 (1,4-dioxane). Reaction conditions: time 15 minute. Yields the product Cl.ClC=1C=2N(C(=C(C1)C(C)=O)N1CCNCC1)C=NC2 (1-(8-Chloro-5-piperazin-1-ylimidazo[1,5-a]pyridin-6-yl)ethanone hydrochloride). The yield is 199.1%. RXN SMILES: [C:1]([C:4]1[CH:5]=[C:6]([Cl:26])[C:7]2[N:8]([CH:23]=[N:24][CH:25]=2)[C:9]=1[N:10]1[CH2:15][CH2:14][N:13](C(OC(C)(C)C)=O)[CH2:12][CH2:11]1)(=[O:3])[CH3:2].Cl.O1CCOCC1>>[ClH:26].[Cl:26][C:6]1[C:7]2[N:8]([CH:23]=[N:24][CH:25]=2)[C:9]([N:10]2[CH2:15][CH2:14][NH:13][CH2:12][CH2:11]2)=[C:4]([C:1](=[O:3])[CH3:2])[CH:5]=1 |f:3.4|. Procedure details: tert-Butyl 4-(6-acetyl-8-chloroimidazo[1,5-a]pyridin-5-yl)piperazine-1-carboxylate (19 mg, 0.051 mmol) was taken into a vial and 4.0 M hydrogen chloride in 1,4-dioxane (1.0 mL, 4.0 mmol) was added and was stirred for 15 minutes. The solvents were evaporated to give the desired compound (16 mg, quantitative). LCMS calculated for C13H16ClN4O (M+H)+: m/z=279.1. found: 278.9. Reactants: CI (methyl iodide), KF-celite, C1(CC(C2=CC=CC=C12)=O)=O (indan-1,3-dione), C(C)#N (acetonitrile). Conditions: temperature 60 celsius, time 18 hour. Yields the product CC1(C(C2=CC=CC=C2C1=O)=O)C (2,2-dimethyl-indan-1,3-dione). Reaction SMILES: [C:1]1(=[O:11])[C:9]2[C:4](=[CH:5][CH:6]=[CH:7][CH:8]=2)[C:3](=[O:10])C1.[CH3:12]I.[C:14](#N)[CH3:15]>>[CH3:12][C:14]1([CH3:15])[C:1](=[O:11])[C:9]2[C:4](=[CH:5][CH:6]=[CH:7][CH:8]=2)[C:3]1=[O:10]. Reported procedure: Preparations of compounds listed in the above Table I are given below for illustrative purposes. ##STR76## 20 g (0.137 moles) of indan-1,3-dione was added to 200 ml of acetonitrile. 26 ml (0.41 moles) of methyl iodide and 8 g of a KF-celite (1:1) mixture were then added to this mixture and the resulting red mixture stirred for 18 hours at 60° C. under a nitrogen atmosphere. After cooling, the precipitate was filtered off and washed with acetonitrile. The filtrate was then evaporated to dryness a... Starting materials: CCCCCCC=CCCCCCCCC(=O)O, O=C(Cl)C(=O)Cl, ClCCl. Reaction SMILES: [CH3:1][CH2:2][CH2:3][CH2:4][CH2:5][CH2:6][CH:7]=[CH:8][CH2:9][CH2:10][CH2:11][CH2:12][CH2:13][CH2:14][CH2:15][C:16]([OH:17])=[O:18].[Cl:19][C:20]([C:21]([Cl:22])=[O:23])=[O:24].[Cl:25][CH2:26][Cl:27]>>[CH3:1][CH2:2][CH2:3][CH2:4][CH2:5][CH2:6][CH:7]=[CH:8][CH2:9][CH2:10][CH2:11][CH2:12][CH2:13][CH2:14][CH2:15][C:16](=[O:18])[Cl:19]. The product is CCCCCCC=CCCCCCCCC(=O)Cl. The reactants are O=C1C(CCC1)C(=O)OCC (ethyl 2-oxocyclopentanecarboxylate), CC(CCN)(C)C (3,3-dimethylbutylamine). The solvent is C(C)O (ethanol). Reaction conditions: temperature 25 celsius. The product is C(C)OC(=O)C1=C(CCC1)NCCC(C)(C)C (2-(3,3-dimethylbutylamino)-cyclopent-1-enecarboxylic acid ethyl ester). Yield: 89.0%. Reaction SMILES: O=[C:2]1[CH2:6][CH2:5][CH2:4][CH:3]1[C:7]([O:9][CH2:10][CH3:11])=[O:8].[CH3:12][C:13]([CH3:18])([CH3:17])[CH2:14][CH2:15][NH2:16]>C(O)C>[CH2:10]([O:9][C:7]([C:3]1[CH2:4][CH2:5][CH2:6][C:2]=1[NH:16][CH2:15][CH2:14][C:13]([CH3:18])([CH3:17])[CH3:12])=[O:8])[CH3:11]. Reported procedure: To a solution of ethyl 2-oxocyclopentanecarboxylate (4.10 mL, 26.3 mmol) in ethanol (50 mL) was added 3,3-dimethylbutylamine (2.80 g, 26.8 mmol) at 25° C. The mixture was heated at reflux for 12 h. The reaction mixture was allowed to cool to 25° C. and concentrated in vacuo. The crude material was purified by flash column chromatography (Teledyne Isco RediSep Flash Column; 0-20% ethyl acetate in hexanes) to afford the desired product, 2-(3,3-dimethylbutylamino)-cyclopent-1-enecarboxylic acid eth... Procedure: A solution (13.8 ml) of 1.6M n-butyllithium in hexane was added dropwise to a solution of 1,3-dithian (1.5 g) in anhydrous tetrahydrofuran (35 ml) at -78° C. under an argon atmosphere over 10 minutes. After stirring for 30 minutes, a solution of 5-bromo-2-(2-methoxy-2-methylethoxy)benzonitrile, which was prepared from 4-bromo-2-cyanophenol (m.p. 148°-150° C., 2.48 g) and 2-methoxypropene (1.1 g) according to the same manner as described in Example 29, in anhydrous tetrahydrofuran (5 ml) was adde... Reaction SMILES: C([Li])CCC.S1CCCSC1.[Br:12][C:13]1[CH:18]=[CH:17][C:16]([OH:19])=[C:15]([C:20]#[N:21])[CH:14]=1.[CH3:22][O:23][C:24]([CH3:26])=[CH2:25].[Br:27][C:28]1[CH:29]=[CH:30][C:31]2[O:36][C:35]([CH3:38])([CH3:37])[N:34]=[C:33]([CH:39]3[S:44][CH2:43][CH2:42][CH2:41][S:40]3)[C:32]=2[CH:45]=1>CCCCCC.O1CCCC1>[Br:12][C:13]1[CH:18]=[CH:17][C:16]([O:19][CH2:25][CH:24]([O:23][CH3:22])[CH3:26])=[C:15]([CH:14]=1)[C:20]#[N:21].[Br:27][C:28]1[CH:29]=[CH:30][C:31]2[O:36][C:35]([CH3:37])([CH3:38])[N:34]=[C:33]([CH:39]3[S:40][CH2:41][CH2:42][CH2:43][S:44]3)[C:32]=2[CH:45]=1. Run in O1CCCC1 (tetrahydrofuran), CCCCCC (hexane), O1CCCC1 (tetrahydrofuran). The reactants are BrC1=CC(=C(C=C1)O)C#N (4-bromo-2-cyanophenol), COC(=C)C (2-methoxypropene), C(CCC)[Li] (n-butyllithium), S1CSCCC1 (1,3-dithian), BrC=1C=CC2=C(C(=NC(O2)(C)C)C2SCCCS2)C1 (6-bromo-2,2-dimethyl-4-(1,3-dithian-2-yl)-2H-1,3-benzoxazine). Product: BrC=1C=CC(=C(C#N)C1)OCC(C)OC (5-bromo-2-(2-methoxy-2-methylethoxy)benzonitrile), BrC=1C=CC2=C(C(=NC(O2)(C)C)C2SCCCS2)C1 (6-bromo-2,2-dimethyl-4-(1,3-dithian-2-yl)-2H-1,3-benzoxazine). Run at time 30 minute. Starting materials: C1(CCCC1)C=1OC=2C(C1)=C(C=CC2OC)C=O (2-cyclopentyl-7-methoxybenzofuran-4-carbaldehyde), ice water, C(C)(=O)OCC (ethyl acetate), NO (hydroxylamine), C(=O)[O-].[Na+] (sodium formate). The solvent is C(=O)O (formic acid). The product is C1(CCCC1)C=1OC=2C(C1)=C(C=CC2OC)C#N (2-Cyclopentyl-7-methoxybenzofuran-4-carbonitrile). RXN SMILES: [CH:1]1([C:6]2[O:7][C:8]3[C:9](=[C:11]([CH:17]=O)[CH:12]=[CH:13][C:14]=3[O:15][CH3:16])[CH:10]=2)[CH2:5][CH2:4][CH2:3][CH2:2]1.[NH2:19]O.C([O-])=O.[Na+].C(OCC)(=O)C>C(O)=O>[CH:1]1([C:6]2[O:7][C:8]3[C:9](=[C:11]([C:17]#[N:19])[CH:12]=[CH:13][C:14]=3[O:15][CH3:16])[CH:10]=2)[CH2:5][CH2:4][CH2:3][CH2:2]1 |f:2.3|. Procedure details: 27.6 g of 2-cyclopentyl-7-methoxybenzofuran-4-carbaldehyde are heated to reflux for 1.5 h with 11.6 g of hydroxylamine and 19.7 g of sodium formate in 250 ml of formic acid. The cooled solution is stirred in about 1.5 l of a 1:1 mixture of ice water and ethyl acetate, and the organic phase is separated off, dried over ignited potassium carbonate and evaporated in vacuo. The residual oil is sufficiently pure for further processing. Reactants: C1(=CC=CC=C1)N1C(C=2C(C1=O)=CC=CC2)=S (N-phenylthiophthalimide), C1=CC=CC=C1 (benzene), CN1C[C@H]([C@H](CC1)O)C1=CC=CC=C1 (cis-1-methyl-3-phenyl-4-piperidinol), ClCCl (dichloromethane), C(CCC)P(CCCC)CCCC (tri-n-butylphosphine). The solvent is CCOCC (ether). Run at time 24 hour. Yields the product hydrochloride salt, Cl.CN1C[C@H]([C@@H](CC1)SC1=CC=CC=C1)C1=CC=CC=C1 (trans-1-methyl-3-phenyl-4-phenylthiopiperidine hydrochloride). As a reaction SMILES: C1(N2C(=O)C3=CC=CC=C3C2=[S:17])C=CC=CC=1.C(P(CCCC)CCCC)CCC.[CH3:31][N:32]1[CH2:37][CH2:36][C@H:35](O)[C@H:34]([C:39]2[CH:44]=[CH:43][CH:42]=[CH:41][CH:40]=2)[CH2:33]1.[Cl:45]CCl.[CH:48]1[CH:53]=[CH:52][CH:51]=[CH:50][CH:49]=1>CCOCC>[ClH:45].[CH3:31][N:32]1[CH2:37][CH2:36][C@@H:35]([S:17][C:48]2[CH:53]=[CH:52][CH:51]=[CH:50][CH:49]=2)[C@H:34]([C:39]2[CH:44]=[CH:43][CH:42]=[CH:41][CH:40]=2)[CH2:33]1 |f:6.7|. Procedure details: A suspension of 8.30 g of N-phenylthiophthalimide in 75 ml of dry benzene at room temperature under nitrogen is treated with 6.58 g of tri-n-butylphosphine. After 15 minutes a dark orange solution is obtained and 4.78 g of cis-1-methyl-3-phenyl-4-piperidinol of Example 22 are added all at once. After 5 minutes the solid dissolves. After stirring for 24 hours at room temperature, the resultant suspension is filtered and the solid is washed well with hexane. The filtrate is concentrated in vacuo t... The reactants are COC(\C=C\C=1C=C2C(CC3(CCN(CCC3)C(=O)OC(C)(C)C)OC2=CC1)=O)=O ((±)-(E)-3-[1′-tert-butoxycarbonyl-4-oxo-spiro(chromane-2,4′-azepane)-6-yl]-acrylic acid methyl ester), C=O (formaldehyde), hydrochloride salt, COC(\C=C\C=1C=C2C(CC3(CCN(CCC3)C(=O)OC(C)(C)C)OC2=CC1)=O)=O ((±)-(E)-3-[1′-tert-butoxycarbonyl-4-oxo-spiro(chromane-2,4′-azepane)-6-yl]-acrylic acid methyl ester), [BH-](OC(=O)C)(OC(=O)C)OC(=O)C.[Na+] (NaBH(OAc)3). The product is COC(\C=C\C=1C=C2C(CC3(CCN(CCC3)C)OC2=CC1)=O)=O ((±)-(E)-3-[1′-Methyl-4-oxo-spiro(chromane-2,4′-azepane)-6-yl]-acrylic acid methyl ester), solid. RXN SMILES: [CH3:1][O:2][C:3](=[O:30])/[CH:4]=[CH:5]/[C:6]1[CH:7]=[C:8]2[C:26](=[CH:27][CH:28]=1)[O:25][C:11]1([CH2:17][CH2:16][CH2:15][N:14]([C:18](OC(C)(C)C)=O)[CH2:13][CH2:12]1)[CH2:10][C:9]2=[O:29].C=O.[BH-](OC(C)=O)(OC(C)=O)OC(C)=O.[Na+]>>[CH3:1][O:2][C:3](=[O:30])/[CH:4]=[CH:5]/[C:6]1[CH:7]=[C:8]2[C:26](=[CH:27][CH:28]=1)[O:25][C:11]1([CH2:17][CH2:16][CH2:15][N:14]([CH3:18])[CH2:13][CH2:12]1)[CH2:10][C:9]2=[O:29] |f:2.3|. Procedure details: (±)-(E)-3-[1′-Methyl-4-oxo-spiro(chromane-2,4′-azepane)-6-yl]-acrylic acid methyl ester was synthesized starting from the hydrochloride salt of (±)-(E)-3-[4-oxo-spiro(chromane-2,4′-azepane)-6-yl]-acrylic acid methyl ester (500 mg, 1.43 mmol, Intermediate 3), according to the procedure for preparation of Example 23, Step A, using aqueous 37% formaldehyde solution (0.127 ml, 1.71 mmol), and NaBH(OAc)3 (461 mg, 2.14 mmol) giving a yellow solid (374 mg). Reactants: C1CCOC1, COCCO, O=[N+]([O-])c1c(O)cc(F)c(F)c1F, CC(C)OC(=O)N=NC(=O)OC(C)C, c1ccc(P(c2ccccc2)c2ccccc2)cc1. Yields the product COCCOc1cc(F)c(F)c(F)c1[N+](=O)[O-]. As a reaction SMILES: [CH2:52]1[O:53][CH2:54][CH2:55][CH2:56]1.[CH3:33][O:34][CH2:35][CH2:36][OH:37].[F:1][c:2]1[c:3]([N+:11](=[O:12])[O-:13])[c:4]([OH:10])[cH:5][c:6]([F:9])[c:7]1[F:8].[O:38]=[C:39]([O:40][CH:41]([CH3:42])[CH3:43])[N:44]=[N:45][C:46]([O:47][CH:48]([CH3:49])[CH3:50])=[O:51].[c:14]1([P:15]([c:16]2[cH:17][cH:18][cH:19][cH:20][cH:21]2)[c:22]2[cH:23][cH:24][cH:25][cH:26][cH:27]2)[cH:28][cH:29][cH:30][cH:31][cH:32]1>>[F:1][c:2]1[c:3]([N+:11](=[O:12])[O-:13])[c:4]([O:10][CH2:36][CH2:35][O:34][CH3:33])[cH:5][c:6]([F:9])[c:7]1[F:8].